Dataset: the Open Reaction Database (ORD), a public repository of structured organic reaction records. Task: describe an organic reaction: reactants, conditions, products, and yield Starting materials: Cl (hydrochloric acid), C/C(=C\C#N)/N (3-Aminocrotonitrile), N(N)C1=NC=CC=C1 (2-hydrazinopyridine), Cl (hydrochloric acid), C([O-])([O-])=O.[K+].[K+] (potassium carbonate). Run in O (water). Reaction conditions: time 10 minute. Yields the product NC1=CC(=NN1C1=NC=CC=C1)C (5-Amino-3-methyl-1-(2-pyridyl)pyrazole). As a reaction SMILES: [CH3:1]/[C:2](/[NH2:6])=[CH:3]\[C:4]#[N:5].[NH:7]([C:9]1[CH:14]=[CH:13][CH:12]=[CH:11][N:10]=1)N.Cl.C(=O)([O-])[O-].[K+].[K+]>O>[NH2:5][C:4]1[N:7]([C:9]2[CH:14]=[CH:13][CH:12]=[CH:11][N:10]=2)[N:6]=[C:2]([CH3:1])[CH:3]=1 |f:3.4.5|. Reported procedure: 3-Aminocrotonitrile (1.98 g, 24.1 mmol) was added to a stirred solution of 2-hydrazinopyridine (2.63 g, 24.1 mmol) in a mixture of concentrated hydrochloric acid (2.5 ml) and water (10 ml). After 10 minutes at room temperature, concentrated hydrochloric acid (5 ml) was added, and the mixture was heated for 30 minutes under reflux. The mixture was cooled and rendered basic by the addition of saturated aqueous potassium carbonate. The solid which precipitated was filtered off and dried to give the... Reaction conditions: time 48 hour. Reaction SMILES: [NH2:1][C:2]1[N:6]([C:7]2[C:12]([Cl:13])=[CH:11][C:10]([C:14]([F:17])([F:16])[F:15])=[CH:9][C:8]=2[Cl:18])[N:5]=[C:4]([C:19]#[N:20])[C:3]=1[C:21]1[S:22][CH:23]=[CH:24][CH:25]=1.[F:26][C:27]([F:31])([F:30])[S:28]Cl.O>ClCCl>[NH2:1][C:2]1[N:6]([C:7]2[C:12]([Cl:13])=[CH:11][C:10]([C:14]([F:16])([F:15])[F:17])=[CH:9][C:8]=2[Cl:18])[N:5]=[C:4]([C:19]#[N:20])[C:3]=1[C:21]1[S:22][C:23]([S:28][C:27]([F:31])([F:30])[F:26])=[CH:24][CH:25]=1. Reported procedure: To a stirred solution of 5-amino-3-cyano-1-(2,6-dichloro-4-trifluoromethylphenyl)-4-(thien-2-yl)pyrazole (0.806 g) in dry dichloromethane (25 ml) at room temperature was added a solution of stannic chloride (500 μl) in dry dichloromethane (5 ml). To this was added 7.2 ml of a 50 mg/ml solution of trifluoromethylsulphenyl chloride in dichloromethane and the mixture was stirred for 48 hours after which it was poured onto a mixture of ice, water and dichloromethane. The aqueous layer was separated ... Reactants: FC(SCl)(F)F (trifluoromethylsulphenyl chloride), O (water), NC1=C(C(=NN1C1=C(C=C(C=C1Cl)C(F)(F)F)Cl)C#N)C=1SC=CC1 (5-amino-3-cyano-1-(2,6-dichloro-4-trifluoromethylphenyl)-4-(thien-2-yl)pyrazole), stannic chloride. The solvent is ClCCl (dichloromethane), ClCCl (dichloromethane), ClCCl (dichloromethane), ClCCl (dichloromethane). Product: NC1=C(C(=NN1C1=C(C=C(C=C1Cl)C(F)(F)F)Cl)C#N)C=1SC(=CC1)SC(F)(F)F (5-Amino-3-cyano-1-(2,6-dichloro-4-trifluoromethylphenyl)-4-(5-trifluoromethylsulphenylthien-2-yl)pyrazole). Yields the product NC1C(=O)N(OS(=O)(=O)O)C12CCC2. The reactants are CC(C)(C)OC(=O)NC1C(=O)N(OS(=O)(=O)O)C12CCC2, COc1ccccc1, Cc1ccccc1, ClCCl, [Na], O=C(O)C(F)(F)F. As a reaction SMILES: [C:1]([O:2][C:3](=[O:4])[NH:8][CH:9]1[C:10](=[O:21])[N:11]([O:16][S:17](=[O:18])(=[O:19])[OH:20])[C:12]12[CH2:13][CH2:14][CH2:15]2)([CH3:5])([CH3:6])[CH3:7].[CH3:23][O:24][c:25]1[cH:26][cH:27][cH:28][cH:29][cH:30]1.[CH3:41][c:42]1[cH:43][cH:44][cH:45][cH:46][cH:47]1.[Cl:38][CH2:39][Cl:40].[Na:22].[OH:31][C:32]([C:33]([F:34])([F:35])[F:36])=[O:37]>>[NH2:8][CH:9]1[C:10](=[O:21])[N:11]([O:16][S:17](=[O:18])(=[O:19])[OH:20])[C:12]12[CH2:13][CH2:14][CH2:15]2. The reactants are C(C1=CC=CC=C1)NC(=O)C1(OC2=C(C(=C(C(=C2CC1)C)O)C)C)C (N-benzyl-6-hydroxy-2,5,7,8-tetramethylchroman-2-carboxamide), O=[N+]([O-])[O-].[O-][N+]([O-])=O.[O-][N+]([O-])=O.[O-][N+]([O-])=O.[O-][N+]([O-])=O.[O-][N+]([O-])=O.[Ce+4].[NH4+].[NH4+] (CAN). Yields the product C(C1=CC=CC=C1)NC(C(CCC1=C(C(C(=C(C1=O)C)C)=O)C)(C)O)=O (N-benzyl-2-hydroxy-2-methyl-4-(2,4,5-trimethyl-3,6-dioxocyclohexa-1,4-dienyl)butanamide). Isolated yield 87.9%. Reaction SMILES: [CH2:1]([NH:8][C:9]([C:11]1([CH3:25])[CH2:20][CH2:19][C:18]2[C:13](=[C:14]([CH3:24])[C:15]([CH3:23])=[C:16]([OH:22])[C:17]=2[CH3:21])[O:12]1)=[O:10])[C:2]1[CH:7]=[CH:6][CH:5]=[CH:4][CH:3]=1.[O:26]=[N+]([O-])[O-].[O-][N+](=O)[O-].[O-][N+](=O)[O-].[O-][N+](=O)[O-].[O-][N+](=O)[O-].[O-][N+](=O)[O-].[Ce+4].[NH4+].[NH4+]>>[CH2:1]([NH:8][C:9](=[O:10])[C:11]([OH:26])([CH3:25])[CH2:20][CH2:19][C:18]1[C:13](=[O:12])[C:14]([CH3:24])=[C:15]([CH3:23])[C:16](=[O:22])[C:17]=1[CH3:21])[C:2]1[CH:7]=[CH:6][CH:5]=[CH:4][CH:3]=1 |f:1.2.3.4.5.6.7.8.9|. Procedure details: Oxidation as described in protocol B, using 130 mg (0.383 mmol) of N-benzyl-6-hydroxy-2,5,7,8-tetramethylchroman-2-carboxamide and 441 mg CAN (0.805 mmol) yielded 119.7 mg of N-benzyl-2-hydroxy-2-methyl-4-(2,4,5-trimethyl-3,6-dioxocyclohexa-1,4-dienyl)butanamide as a yellow foam. Reactants: CC#N, CCN(C(C)C)C(C)C, O=c1[nH]cnc2cc(F)cc(OC3CCOCC3)c12, O=P(Cl)(Cl)Cl. Yields the product Fc1cc(OC2CCOCC2)c2c(Cl)ncnc2c1. As a reaction SMILES: [CH3:34][C:35]#[N:36].[CH:25]([N:26]([CH:27]([CH3:28])[CH3:29])[CH2:30][CH3:31])([CH3:32])[CH3:33].[F:1][c:2]1[cH:3][c:4]([O:13][CH:14]2[CH2:15][CH2:16][O:17][CH2:18][CH2:19]2)[c:5]2[c:6](=[O:12])[nH:7][cH:8][n:9][c:10]2[cH:11]1.[P:20]([Cl:21])([Cl:22])([Cl:23])=[O:24]>>[F:1][c:2]1[cH:3][c:4]([O:13][CH:14]2[CH2:15][CH2:16][O:17][CH2:18][CH2:19]2)[c:5]2[c:6]([Cl:22])[n:7][cH:8][n:9][c:10]2[cH:11]1. Starting materials: [N+](=O)([O-])C1=C2C(C(=O)OC2=O)=CC=C1 (3-nitrophthalic anhydride), N (ammonia). Run at temperature 0 celsius. Yields the product [N+](=O)([O-])C1=CC=CC(=C1C(=O)N)C(=O)O (6-Nitro-2-carboxybenzamide). As a reaction SMILES: [N+:1]([C:4]1[CH:14]=[CH:13][CH:12]=[C:6]2[C:7]([O:9][C:10](=[O:11])[C:5]=12)=[O:8])([O-:3])=[O:2].[NH3:15]>>[N+:1]([C:4]1[C:5]([C:10]([NH2:15])=[O:11])=[C:6]([C:7]([OH:9])=[O:8])[CH:12]=[CH:13][CH:14]=1)([O-:3])=[O:2]. Procedure: 52.5 g (0.27 mol) of 3-nitrophthalic anhydride were stirred in portions over the course of 30 minutes into 75 ml of concentrated aqueous ammonia at room temperature. The mixture was then cooled to 0° C., after which a precipitate crystallized out and was filtered off with suction. This precipitate was dissolved in 125 ml of water by gently heating, and 25.6 ml of 32% strength hydrochloric acid were rapidly added. The mixture was cooled to 0° C., and the crystals which separated out were filtered... Reactants: ClC1=CC=2N(C(=N1)C=1C=NN(C1)C1(CN(C1)C(=O)OC(C)(C)C)CC#N)C=CN2 (tert-butyl 3-(4-(7-chloroimidazo[1,2-c]pyrimidin-5-yl)-1H-pyrazol-1-yl)-3-(cyanomethyl)azetidine-1-carboxylate), FC(C1=CC=C(C=C1)B(O)O)(F)F (4-(trifluoromethyl)phenylboronic acid), CC(C)C1=CC(=C(C(=C1)C(C)C)C2=C(C=CC=C2)P(C3CCCCC3)C4CCCCC4)C(C)C (XPHOS), P(=O)([O-])([O-])[O-].[K+].[K+].[K+] (potassium phosphate). Reagents/catalysts: C=1C=CC(=CC1)/C=C/C(=O)/C=C/C2=CC=CC=C2.C=1C=CC(=CC1)/C=C/C(=O)/C=C/C2=CC=CC=C2.C=1C=CC(=CC1)/C=C/C(=O)/C=C/C2=CC=CC=C2.[Pd].[Pd] (Pd2dba3). The solvent is O1CCOCC1 (1,4-dioxane). Conditions: temperature 75 celsius. Yields the product C(#N)CC1(CN(C1)C(=O)OC(C)(C)C)N1N=CC(=C1)C1=NC(=CC=2N1C=CN2)C2=CC=C(C=C2)C(F)(F)F (tert-butyl 3-(cyanomethyl)-3-(4-(7-(4-(trifluoromethyl)phenyl)imidazo[1,2-c]pyrimidin-5-yl)-1H-pyrazol-1-yl)azetidine-1-carboxylate), solid. As a reaction SMILES: Cl[C:2]1[N:7]=[C:6]([C:8]2[CH:9]=[N:10][N:11]([C:13]3([CH2:24][C:25]#[N:26])[CH2:16][N:15]([C:17]([O:19][C:20]([CH3:23])([CH3:22])[CH3:21])=[O:18])[CH2:14]3)[CH:12]=2)[N:5]2[CH:27]=[CH:28][N:29]=[C:4]2[CH:3]=1.[F:30][C:31]([F:42])([F:41])[C:32]1[CH:37]=[CH:36][C:35](B(O)O)=[CH:34][CH:33]=1.CC(C1C=C(C(C)C)C(C2C=CC=CC=2P(C2CCCCC2)C2CCCCC2)=C(C(C)C)C=1)C.P([O-])([O-])([O-])=O.[K+].[K+].[K+]>C1C=CC(/C=C/C(/C=C/C2C=CC=CC=2)=O)=CC=1.C1C=CC(/C=C/C(/C=C/C2C=CC=CC=2)=O)=CC=1.C1C=CC(/C=C/C(/C=C/C2C=CC=CC=2)=O)=CC=1.[Pd].[Pd].O1CCOCC1>[C:25]([CH2:24][C:13]1([N:11]2[CH:12]=[C:8]([C:6]3[N:5]4[CH:27]=[CH:28][N:29]=[C:4]4[CH:3]=[C:2]([C:35]4[CH:36]=[CH:37][C:32]([C:31]([F:42])([F:41])[F:30])=[CH:33][CH:34]=4)[N:7]=3)[CH:9]=[N:10]2)[CH2:16][N:15]([C:17]([O:19][C:20]([CH3:23])([CH3:22])[CH3:21])=[O:18])[CH2:14]1)#[N:26] |f:3.4.5.6,7.8.9.10.11|. Procedure: To a vial charged with tert-butyl 3-(4-(7-chloroimidazo[1,2-c]pyrimidin-5-yl)-1H-pyrazol-1-yl)-3-(cyanomethyl)azetidine-1-carboxylate (Preparation N; 490 mg; 1.18 mmol); 4-(trifluoromethyl)phenylboronic acid (337 mg; 1.78 mmol); Pd2dba3 (108 mg; 0.118 mmol); XPHOS (113 mg; 0.237 mmol) and potassium phosphate (3.55 mmol; 2M aqueous solution) was added 1,4-dioxane (10 mL). The mixture was sparged with nitrogen for 15 minutes. The vial was then sealed and heated for 3 hours at 75° C. with magnetic ...